This data is from the Open Reaction Database (ORD), a public repository of structured organic reaction records. The task is: describe an organic reaction: reactants, conditions, products, and yield Starting materials: C(#N)C=1C=C(C=CC1)C1=CC(=NC(=C1C(=O)OCC)C)C(=O)O (4-(3-cyanophenyl)-5-ethoxycarbonyl-6-methyl-2-pyridinecarboxylic acid), O1CCN(CC1)CCN (2-morpholinoethylamine), C(\C=C\C(=O)O)(=O)O (fumaric acid). Solvent: C(C)O (ethanol). Product: C(\C=C\C(=O)O)(=O)O.C(#N)C=1C=C(C=CC1)C1=C(C(=NC(=C1)C(NCCN1CCOCC1)=O)C)C(=O)OCC (ethyl 4-(3-cyanophenyl)-2-methyl-6-(2-morpholinoethylcarbamoyl)-3-pyridinecarboxylate fumarate). The yield is 52.1%. Reaction SMILES: [C:1]([C:3]1[CH:4]=[C:5]([C:9]2[C:14]([C:15]([O:17][CH2:18][CH3:19])=[O:16])=[C:13]([CH3:20])[N:12]=[C:11]([C:21]([OH:23])=O)[CH:10]=2)[CH:6]=[CH:7][CH:8]=1)#[N:2].[O:24]1[CH2:29][CH2:28][N:27]([CH2:30][CH2:31][NH2:32])[CH2:26][CH2:25]1.[C:33]([OH:40])(=[O:39])/[CH:34]=[CH:35]/[C:36]([OH:38])=[O:37]>C(O)C>[C:33]([OH:40])(=[O:39])/[CH:34]=[CH:35]/[C:36]([OH:38])=[O:37].[C:1]([C:3]1[CH:4]=[C:5]([C:9]2[CH:10]=[C:11]([C:21](=[O:23])[NH:32][CH2:31][CH2:30][N:27]3[CH2:28][CH2:29][O:24][CH2:25][CH2:26]3)[N:12]=[C:13]([CH3:20])[C:14]=2[C:15]([O:17][CH2:18][CH3:19])=[O:16])[CH:6]=[CH:7][CH:8]=1)#[N:2] |f:4.5|. Reported procedure: Ethyl 4-(3-cyanophenyl)-2-methyl-6-(2-morpholinoethylcarbamoyl)-3-pyridinecarboxylate, which was obtained according to a similar manner to that of Example 18 from 4-(3-cyanophenyl)-5-ethoxycarbonyl-6-methyl-2-pyridinecarboxylic acid (0.93 g) and 2-morpholinoethylamine (0.39 g), was treated with a solution of fumaric acid (0.54 g) in ethanol (11 ml) to give ethyl 4-(3-cyanophenyl)-2-methyl-6-(2-morpholinoethylcarbamoyl)-3-pyridinecarboxylate fumarate (0.84 g). The reactants are ClC1=C(C(=O)O)C(=CC(=C1)O[Si](C(C)C)(C(C)C)C(C)C)Cl (2,6-dichloro-4-triisopropylsilanyloxy-benzoic acid), S(=O)(Cl)Cl (thionyl chloride), Cl.COC([C@H](CC1=CC=C(C=C1)NC(C1=C(C=CC=C1Cl)Cl)=O)N)=O ((S)-2-amino-3-[4-(2,6-dichlorobenzoylamino)phenyl]propionic acid methyl ester hydrochloride salt), CCN(C(C)C)C(C)C (DIPEA). The solvent is C1(=CC=CC=C1)C (toluene), O (water). Reaction conditions: time 15 hour. The product is COC([C@H](CC1=CC=C(C=C1)NC(C1=C(C=CC=C1Cl)Cl)=O)NC(C1=C(C=C(C=C1Cl)O[Si](C(C)C)(C(C)C)C(C)C)Cl)=O)=O ((S)-3-[4-(2,6-dichlorobenzoylamino)phenyl]-2-(2,6-dichloro-4-triisopropylsilanyloxy-benzoylamino)propionic acid methyl ester). Isolated yield 90.9%. Reaction SMILES: [Cl:1][C:2]1[CH:10]=[C:9]([O:11][Si:12]([CH:19]([CH3:21])[CH3:20])([CH:16]([CH3:18])[CH3:17])[CH:13]([CH3:15])[CH3:14])[CH:8]=[C:7]([Cl:22])[C:3]=1[C:4](O)=[O:5].S(Cl)(Cl)=O.Cl.[CH3:28][O:29][C:30](=[O:51])[C@@H:31]([NH2:50])[CH2:32][C:33]1[CH:38]=[CH:37][C:36]([NH:39][C:40](=[O:49])[C:41]2[C:46]([Cl:47])=[CH:45][CH:44]=[CH:43][C:42]=2[Cl:48])=[CH:35][CH:34]=1.CCN(C(C)C)C(C)C>C1(C)C=CC=CC=1.O>[CH3:28][O:29][C:30](=[O:51])[C@@H:31]([NH:50][C:4](=[O:5])[C:3]1[C:7]([Cl:22])=[CH:8][C:9]([O:11][Si:12]([CH:16]([CH3:18])[CH3:17])([CH:19]([CH3:20])[CH3:21])[CH:13]([CH3:14])[CH3:15])=[CH:10][C:2]=1[Cl:1])[CH2:32][C:33]1[CH:38]=[CH:37][C:36]([NH:39][C:40](=[O:49])[C:41]2[C:42]([Cl:48])=[CH:43][CH:44]=[CH:45][C:46]=2[Cl:47])=[CH:35][CH:34]=1 |f:2.3|. Procedure details: To a solution of 2,6-dichloro-4-triisopropylsilanyloxy-benzoic acid (3.63 g, 10 mmol) in toluene (50 mL) was added an excess of thionyl chloride (11.89 g, 7.2 mL, 100 mmol) at room temperature. The resulting colorless solution was heated to reflux for 5 h and then it was cooled to room temperature and the solvent and excess thionyl chloride was removed under vacuum. The resulting residue was azeotrophed one time with toluene. Then, the above 2,6-dichloro-4-triisopropylsilanyloxy-benzoic acid chl... Starting materials: CCCCCCn1cnc(-c2cc(C)c3nc(CCC)n(Cc4ccc(-c5ccccc5C(=O)OC(C)(C)C)cc4)c3c2)c1, ClCCl, O=C(O)C(F)(F)F. Yields the product CCCCCCn1cnc(-c2cc(C)c3nc(CCC)n(Cc4ccc(-c5ccccc5C(=O)O)cc4)c3c2)c1. Reaction SMILES: [CH2:1]([CH2:2][CH3:3])[c:4]1[n:5][c:6]2[c:7]([n:8]1[CH2:9][c:10]1[cH:11][cH:12][c:13](-[c:16]3[c:17]([C:22](=[O:23])[O:24][C:25]([CH3:26])([CH3:27])[CH3:28])[cH:18][cH:19][cH:20][cH:21]3)[cH:14][cH:15]1)[cH:29][c:30](-[c:34]1[n:35][cH:36][n:37]([CH2:39][CH2:40][CH2:41][CH2:42][CH2:43][CH3:44])[cH:38]1)[cH:31][c:32]2[CH3:33].[CH2:52]([Cl:53])[Cl:54].[OH:45][C:46]([C:47]([F:48])([F:49])[F:50])=[O:51]>>[CH2:1]([CH2:2][CH3:3])[c:4]1[n:5][c:6]2[c:7]([n:8]1[CH2:9][c:10]1[cH:11][cH:12][c:13](-[c:16]3[c:17]([C:22](=[O:23])[OH:24])[cH:18][cH:19][cH:20][cH:21]3)[cH:14][cH:15]1)[cH:29][c:30](-[c:34]1[n:35][cH:36][n:37]([CH2:39][CH2:40][CH2:41][CH2:42][CH2:43][CH3:44])[cH:38]1)[cH:31][c:32]2[CH3:33]. The reactants are IC (iodomethane), C(#N)C1=CC(=C(C=C1)[C@H]1NC(N(C(=C1C(=O)OCC=C)C)C1=CC(=CC=C1)C(F)(F)F)=O)S(=O)(=O)C (Allyl (4S)-4-[4-cyano-2-(methylsulfonyl)phenyl]-6-methyl-2-oxo-1-[3-(trifluoromethyl)phenyl]-1,2,3,4-tetrahydropyrimidine-5-carboxylate), solution, C[Si]([N-][Si](C)(C)C)(C)C.[Li+] (lithium hexamethyldisilazide). The solvent is C1CCOC1 (THF), C1CCOC1 (THF). Run at time 20 minute. Product: C(#N)C1=CC(=C(C=C1)[C@H]1N(C(N(C(=C1C(=O)OCC=C)C)C1=CC(=CC=C1)C(F)(F)F)=O)C)S(=O)(=O)C (Allyl (4S)-4-[4-cyano-2-(methylsulfonyl)phenyl]-3,6-dimethyl-2-oxo-1-[3-(trifluoromethyl)phenyl]-1,2,3,4-tetrahydropyrimidine-5-carboxylate). Yield: 59.0%. Reaction SMILES: [C:1]([C:3]1[CH:8]=[CH:7][C:6]([C@@H:9]2[C:14]([C:15]([O:17][CH2:18][CH:19]=[CH2:20])=[O:16])=[C:13]([CH3:21])[N:12]([C:22]3[CH:27]=[CH:26][CH:25]=[C:24]([C:28]([F:31])([F:30])[F:29])[CH:23]=3)[C:11](=[O:32])[NH:10]2)=[C:5]([S:33]([CH3:36])(=[O:35])=[O:34])[CH:4]=1)#[N:2].[CH3:37][Si](C)(C)[N-][Si](C)(C)C.[Li+].IC>C1COCC1>[C:1]([C:3]1[CH:8]=[CH:7][C:6]([C@@H:9]2[C:14]([C:15]([O:17][CH2:18][CH:19]=[CH2:20])=[O:16])=[C:13]([CH3:21])[N:12]([C:22]3[CH:27]=[CH:26][CH:25]=[C:24]([C:28]([F:30])([F:29])[F:31])[CH:23]=3)[C:11](=[O:32])[N:10]2[CH3:37])=[C:5]([S:33]([CH3:36])(=[O:34])=[O:35])[CH:4]=1)#[N:2] |f:1.2|. Reported procedure: The reaction was carried out under argon. Allyl (4S)-4-[4-cyano-2-(methylsulfonyl)phenyl]-6-methyl-2-oxo-1-[3-(trifluoromethyl)phenyl]-1,2,3,4-tetrahydropyrimidine-5-carboxylate (260 mg, 0.5 mmol) was initially charged in THF (10 ml) at −78° C., and a 1 M solution of lithium hexamethyldisilazide (LiHMDS) in THF (0.6 ml; 1.2 eq.) was added. After 20 min of stirring, iodomethane (355 mg; 5 eq.) was added, and the mixture was stirred with gradual warming from −78° C. to RT for 16 h. The reaction mi... Starting materials: CN1C(NCC1)=O (1-methyl-2-imidazolidinone), BrC=1C=CC(=NC1)C(=O)N1CCN(CC1)C1=C(C=C(C=C1)C)C ((5-bromopyridin-2-yl)[4-(2,4-dimethylphenyl)piperazin-1-yl]methanone). The product is CC1=C(C=CC(=C1)C)N1CCN(CC1)C(=O)C1=CC=C(C=N1)N1C(N(CC1)C)=O (1-{6-[4-(2,4-dimethylphenyl)piperazine-1-carbonyl]pyridin-3-yl}-3-methylimidazolidin-2-one). The yield is 53.6%. RXN SMILES: [CH3:1][N:2]1[CH2:6][CH2:5][NH:4][C:3]1=[O:7].Br[C:9]1[CH:10]=[CH:11][C:12]([C:15]([N:17]2[CH2:22][CH2:21][N:20]([C:23]3[CH:28]=[CH:27][C:26]([CH3:29])=[CH:25][C:24]=3[CH3:30])[CH2:19][CH2:18]2)=[O:16])=[N:13][CH:14]=1>>[CH3:30][C:24]1[CH:25]=[C:26]([CH3:29])[CH:27]=[CH:28][C:23]=1[N:20]1[CH2:21][CH2:22][N:17]([C:15]([C:12]2[N:13]=[CH:14][C:9]([N:4]3[CH2:5][CH2:6][N:2]([CH3:1])[C:3]3=[O:7])=[CH:10][CH:11]=2)=[O:16])[CH2:18][CH2:19]1. Procedure: Using 1-methyl-2-imidazolidinone (37 mg) and (5-bromopyridin-2-yl)[4-(2,4-dimethylphenyl)piperazin-1-yl]methanone (140 mg) described in Preparation Example 137 and by the reaction and treatment in the same manner as in Example 1, the title compound (78 mg) was obtained. Starting materials: CC(C)(C)OC(=O)N1CCC(C(=O)O)CC1, CO, C[Si](C)(C)C=[N+]=[N-], CC(=O)O, c1ccccc1. The product is COC(=O)C1CCN(C(=O)OC(C)(C)C)CC1. RXN SMILES: [C:1]([CH3:2])([CH3:3])([CH3:4])[O:5][C:6](=[O:7])[N:8]1[CH2:9][CH2:10][CH:11]([C:12](=[O:13])[OH:14])[CH2:15][CH2:16]1.[CH3:17][OH:18].[CH3:19][Si:20]([CH:21]=[N+:22]=[N-:23])([CH3:24])[CH3:25].[CH3:26][C:27](=[O:28])[OH:29].[cH:30]1[cH:31][cH:32][cH:33][cH:34][cH:35]1>>[C:1]([CH3:2])([CH3:3])([CH3:4])[O:5][C:6](=[O:7])[N:8]1[CH2:9][CH2:10][CH:11]([C:12]([O:13][CH3:19])=[O:14])[CH2:15][CH2:16]1. Reactants: C([O-])([O-])=O.[K+].[K+] (potassium carbonate), C1(CCCCC1)N (cyclohexylamine), C1=C(C=CC2=CC=CC=C12)OCCCCCl (4-(2-naphthyloxy)1-chlorobutane). Solvent: CS(=O)C (DMSO), O (water). Reaction conditions: temperature 150 celsius. The product is C1(CCCCC1)NCCC(C)OC1=CC2=CC=CC=C2C=C1 (N-cyclohexyl-[3-(naphthalen-2-yloxy)-butyl]amine). Reaction SMILES: [C:1](=O)([O-])[O-].[K+].[K+].[CH:7]1([NH2:13])[CH2:12][CH2:11][CH2:10][CH2:9][CH2:8]1.[CH:14]1[C:23]2[C:18](=[CH:19][CH:20]=[CH:21][CH:22]=2)[CH:17]=[CH:16][C:15]=1[O:24][CH2:25][CH2:26][CH2:27]CCl>CS(C)=O.O>[CH:7]1([NH:13][CH2:27][CH2:26][CH:25]([O:24][C:15]2[CH:16]=[CH:17][C:18]3[C:23](=[CH:22][CH:21]=[CH:20][CH:19]=3)[CH:14]=2)[CH3:1])[CH2:12][CH2:11][CH2:10][CH2:9][CH2:8]1 |f:0.1.2|. Procedure: A mixture of anhydrous potassium carbonate (10 gm, in excess) and cyclohexylamine (0.28 ml, 0.003 mole) was taken in dry DMSO (40 ml). Now 4-(2-naphthyloxy)1-chlorobutane (0.5 gm, 0.002 mole) was added in it. Reaction mixture was refluxed at 150° C. for 5 hrs and the reaction was completed as checked by TLC. Reaction mixture was poured in distilled water (60 ml) and extracted with ethyl acetate thrice. The organic layer was separated and concentrated to get oily compound which was later crystall... Reactants: NCCCC1C2=C(C=CC3=C1C=CC=C3)C=CC=C2 (5-(3-aminopropyl)-5H-dibenzo[a,d]cycloheptene), C(C)(=O)OC(C)=O (acetic anhydride). Run in N1=CC=CC=C1 (pyridine). The product is C(C)(=O)NCCCC1C2=C(C=CC3=C1C=CC=C3)C=CC=C2 (5-(3-acetamidopropyl)-5H-dibenzo[a,d]cycloheptene). As a reaction SMILES: [NH2:1][CH2:2][CH2:3][CH2:4][CH:5]1[C:11]2[CH:12]=[CH:13][CH:14]=[CH:15][C:10]=2[CH:9]=[CH:8][C:7]2[CH:16]=[CH:17][CH:18]=[CH:19][C:6]1=2.[C:20](OC(=O)C)(=[O:22])[CH3:21]>N1C=CC=CC=1>[C:20]([NH:1][CH2:2][CH2:3][CH2:4][CH:5]1[C:6]2[CH:19]=[CH:18][CH:17]=[CH:16][C:7]=2[CH:8]=[CH:9][C:10]2[CH:15]=[CH:14][CH:13]=[CH:12][C:11]1=2)(=[O:22])[CH3:21]. Procedure: A solution of 5-(3-aminopropyl)-5H-dibenzo[a,d]cycloheptene (0.75 g., 0.003 mole) in 5 ml. of dry pyridine is treated with 1 ml. of acetic anhydride and then heated to refluxing for 30 minutes. The cooled solution is poured into 100 ml. of water and the oil extracted into benzene. The benzene extract is washed with water, 3N hydrochloric acid, water, and evaporated to dryness under reduced pressure. The 5-(3-acetamidopropyl)-5H-dibenzo[a,d]cycloheptene is obtained as a yellow oily residue weighi... Starting materials: O=C([O-])[O-], CI, CN(C)C=O, [Cs+], [Cs+], Cc1cccc(C(=O)O)c1N. Product: COC(=O)c1cccc(C)c1N. As a reaction SMILES: [C:12](=[O:13])([O-:14])[O-:15].[CH3:18][I:19].[CH3:20][N:21]([CH3:22])[CH:23]=[O:24].[Cs+:16].[Cs+:17].[NH2:1][c:2]1[c:3]([C:4](=[O:5])[OH:6])[cH:7][cH:8][cH:9][c:10]1[CH3:11]>>[NH2:1][c:2]1[c:3]([C:4](=[O:5])[O:6][CH3:12])[cH:7][cH:8][cH:9][c:10]1[CH3:11].